Task: describe an organic reaction: reactants, conditions, products, and yield. Dataset: the Open Reaction Database (ORD), a public repository of structured organic reaction records Starting materials: ClC=1C=C(C(=NC1)OCC)C1=CC=C(C=C1)C(C)N[S@](=O)C(C)(C)C ((R)-2-methyl-propane-2-sulfinic acid {1-[4-(5-chloro-2-ethoxy-pyridin-3-yl)-phenyl]-ethyl}-amide), Cl (Hydrogen chloride). Solvent: CO (methanol), C(C)OCC (diethyl ether). Reaction conditions: time 1 hour. Yields the product ClC=1C=C(C(=NC1)OCC)C1=CC=C(C=C1)[C@@H](C)N ((R)-1-[4-(5-chloro-2-ethoxy-pyridin-3-yl)-phenyl]-ethylamine). Isolated yield 45.2%. As a reaction SMILES: [Cl:1][C:2]1[CH:3]=[C:4]([C:11]2[CH:16]=[CH:15][C:14]([CH:17]([NH:19][S@@](C(C)(C)C)=O)[CH3:18])=[CH:13][CH:12]=2)[C:5]([O:8][CH2:9][CH3:10])=[N:6][CH:7]=1.Cl>CO.C(OCC)C>[Cl:1][C:2]1[CH:3]=[C:4]([C:11]2[CH:16]=[CH:15][C:14]([C@H:17]([NH2:19])[CH3:18])=[CH:13][CH:12]=2)[C:5]([O:8][CH2:9][CH3:10])=[N:6][CH:7]=1. Procedure details: To a solution of 2,5-dichloropyridine (7.0 g, 0.047 mol) in ethanol (44.5 ml) was slowly added a 25% solution of sodium ethoxide in ethanol (13.6 ml, 50 mmol). The reaction mixture was heated to 150° C. for 10 min in a microwave oven. The solvent was evaporated and the residue partitioned between diethyl ether and water. The organic phase was washed with water, brine and dried over anhydrous potassium carbonate. The solvent was evaporated under reduced pressure to give 5-chloro-2-ethoxy-pyridine... The reactants are C1=CC=CC=2C3=CC=CC=C3C(C12)COC(NC1CCC(CC1)C=1N=C(SC1)C)=O (9H-fluoren-9-ylmethyl[4-(2-methylthiazol-4-yl)cyclohexyl]carbamate), C(C)NCC (diethylamine). Solvent: C1CCOC1 (THF). Product: CC=1SC=C(N1)C1CCC(CC1)N (4-(2-methylthiazol-4-yl)cyclohexylamine). As a reaction SMILES: C1C2C(COC(=O)[NH:17][CH:18]3[CH2:23][CH2:22][CH:21]([C:24]4[N:25]=[C:26]([CH3:29])[S:27][CH:28]=4)[CH2:20][CH2:19]3)C3C(=CC=CC=3)C=2C=CC=1.C(NCC)C>C1COCC1>[CH3:29][C:26]1[S:27][CH:28]=[C:24]([CH:21]2[CH2:22][CH2:23][CH:18]([NH2:17])[CH2:19][CH2:20]2)[N:25]=1. Procedure: 1.10 g (2 mmol) of 9H-fluoren-9-ylmethyl[4-(2-methylthiazol-4-yl)cyclohexyl]carbamate (cis compound) and 15 mL of diethylamine are stirred in 30 mL of THF for 16 hours at ambient temperature. Then the reaction mixture is concentrated by evaporation and the residue is combined with THF and concentrated again by evaporation. The residue is purified by chromatography. Yield: 0.13 g (36%). The reactants are C(C1=CC=CC=C1)ON1C(C2=CC=CC=3C2=C(C1=O)C=C(C3N3CC(CCC3)C)Br)=O (2-benzyloxy-5-bromo-6-(3-methyl-piperidin-1-yl)-benzo[de]isoquinoline-1,3-dione), O.CO (water methanol), solution, FC(C(=O)[O-])(F)F.FC(C(=O)[O-])(F)F.FC(C(=O)[O-])(F)F.[B+3] (boron tris(trifluoroacetate)). Run in C(=O)(C(F)(F)F)O (TFA), C(=O)(C(F)(F)F)O (TFA). Conditions: temperature 0 celsius, time 2 hour. Product: BrC=1C(=C2C3=C(C(N(C(C3=CC=C2)=O)O)=O)C1)N1CC(CCC1)C (5-Bromo-2-hydroxy-6-(3-methylpiperidin-1-yl)-benzo[de]isoquinoline-1,3-dione). The yield is 97.6%. RXN SMILES: C([O:8][N:9]1[C:18](=[O:19])[C:17]2[CH:20]=[C:21]([Br:30])[C:22]([N:23]3[CH2:28][CH2:27][CH2:26][CH:25]([CH3:29])[CH2:24]3)=[C:15]3[C:16]=2[C:11](=[CH:12][CH:13]=[CH:14]3)[C:10]1=[O:31])C1C=CC=CC=1.FC(F)(F)C([O-])=O.FC(F)(F)C([O-])=O.FC(F)(F)C([O-])=O.[B+3].O.CO>C(O)(C(F)(F)F)=O>[Br:30][C:21]1[C:22]([N:23]2[CH2:28][CH2:27][CH2:26][CH:25]([CH3:29])[CH2:24]2)=[C:15]2[CH:14]=[CH:13][CH:12]=[C:11]3[C:16]2=[C:17]([CH:20]=1)[C:18](=[O:19])[N:9]([OH:8])[C:10]3=[O:31] |f:1.2.3.4,5.6|. Procedure details: To a solution of 2-benzyloxy-5-bromo-6-(3-methyl-piperidin-1-yl)-benzo[de]isoquinoline-1,3-dione (0.24 g, 0.50 mmol, from Example U1) in TFA (8.0 mL) at 0° C. was added a 1.0 M solution of boron tris(trifluoroacetate) in TFA (5 mL). The reaction was stirred at 0° C. for 2 hours, then poured into a solution of water/methanol (1:1), and extracted with chloroform. The organic layer was dried over MgSO4, filtered, and the solvent removed under vacuum to give 0.19 g of the title compound as the TFA s... Reactants: ClC1=NN=C2N1N=C(C1=CC=CC=C21)C2=CC=CC=C2 (3-chloro-6-phenyl-1,2,4-triazolo[3,4-a]phthalazine), N1CCCC1 (pyrrolidine), steel. The solvent is C(C)O (ethanol). Run at temperature 100 celsius. Product: C1(=CC=CC=C1)C1=NN2C(C3=CC=CC=C13)=NN=C2N2CCCC2 (6-phenyl-3-(1-pyrrolidinyl)-1,2,4-triazolo[3,4-a]phthalazine). Reaction SMILES: Cl[C:2]1[N:6]2[N:7]=[C:8]([C:15]3[CH:20]=[CH:19][CH:18]=[CH:17][CH:16]=3)[C:9]3[C:14]([C:5]2=[N:4][N:3]=1)=[CH:13][CH:12]=[CH:11][CH:10]=3.[NH:21]1[CH2:25][CH2:24][CH2:23][CH2:22]1>C(O)C>[C:15]1([C:8]2[C:9]3[C:14](=[CH:13][CH:12]=[CH:11][CH:10]=3)[C:5]3=[N:4][N:3]=[C:2]([N:21]4[CH2:25][CH2:24][CH2:23][CH2:22]4)[N:6]3[N:7]=2)[CH:20]=[CH:19][CH:18]=[CH:17][CH:16]=1. Procedure: A mixture of 3-chloro-6-phenyl-1,2,4-triazolo[3,4-a]phthalazine (4.5 g), pyrrolidine (6 ml) and ethanol (40 ml) is poured in a steel cylinder and heated to 100° C. for 8 hours. Then the mixture is cooled, and concentrated to dryness by evaporating off the solvent. The obtained residue is washed with water and crystallized from ethanol giving 3.5 g of the compound of the title. M.p. 245°-47° C. Starting materials: [OH-].[Na+] (sodium hydroxide), C(C)(C)(C)OCC=1C=C(C=CC1)C=1C=CC(=NC1)NC(C)=O (N-[5-(3-tert-butoxymethylphenyl)pyridin-2-yl]acetamide). The solvent is C(C)O (ethanol), O (water), C(C)O (ethanol), O (water). Product: C(C)(C)(C)OCC=1C=C(C=CC1)C=1C=CC(=NC1)N (5-(3-tert-Butoxymethylphenyl)pyridin-2-ylamine). The yield is 81.6%. Reaction SMILES: [OH-].[Na+].[C:3]([O:7][CH2:8][C:9]1[CH:10]=[C:11]([C:15]2[CH:16]=[CH:17][C:18]([NH:21]C(=O)C)=[N:19][CH:20]=2)[CH:12]=[CH:13][CH:14]=1)([CH3:6])([CH3:5])[CH3:4]>C(O)C.O>[C:3]([O:7][CH2:8][C:9]1[CH:10]=[C:11]([C:15]2[CH:16]=[CH:17][C:18]([NH2:21])=[N:19][CH:20]=2)[CH:12]=[CH:13][CH:14]=1)([CH3:6])([CH3:4])[CH3:5] |f:0.1|. Procedure: 559 mg of sodium hydroxide in 2 ml of ethanol and 2 ml of water are placed in a round-bottomed flask containing 695 mg of N-[5-(3-tert-butoxymethylphenyl)pyridin-2-yl]acetamide. 1 ml of water and 1 ml of ethanol are added thereto and the mixture is heated at the reflux of the solvent for 1 hour. After cooling, the reaction mixture is concentrated under reduced pressure. The residue is taken up between dichloromethane and water and the organic phase is then separated, dried over magnesium sulphat... The reactants are CC=CCC1Cc2ccc(C)cc2C1=O, CO, ClCCl, O=[O+][O-]. Yields the product Cc1ccc2c(c1)C(=O)C(CC=O)C2. RXN SMILES: [CH2:4]([CH:5]=[CH:6][CH3:7])[CH:8]1[C:9](=[O:18])[c:10]2[cH:11][c:12]([CH3:17])[cH:13][cH:14][c:15]2[CH2:16]1.[CH3:22][OH:23].[Cl:19][CH2:20][Cl:21].[O-:1][O+:2]=[O:3]>>[O:1]=[CH:5][CH2:4][CH:8]1[C:9](=[O:18])[c:10]2[cH:11][c:12]([CH3:17])[cH:13][cH:14][c:15]2[CH2:16]1. The reactants are Fc1ccc(-c2cnc(Cl)nn2)cc1, N, C1CCOC1. Product: Nc1ncc(-c2ccc(F)cc2)nn1. Reaction SMILES: [Cl:2][c:3]1[n:4][n:5][c:6](-[c:9]2[cH:10][cH:11][c:12]([F:15])[cH:13][cH:14]2)[cH:7][n:8]1.[NH3:1].[O:16]1[CH2:17][CH2:18][CH2:19][CH2:20]1>>[NH2:1][c:3]1[n:4][n:5][c:6](-[c:9]2[cH:10][cH:11][c:12]([F:15])[cH:13][cH:14]2)[cH:7][n:8]1. Starting materials: CN1C=NC2=C1C=CC(=C2)[N+](=O)[O-] (1-Methyl-5-nitro-1H-benzo[d]imidazole). The reagents and catalysts are [Pd] (Pd/C). The solvent is CCO (EtOH). Run at time 18 hour. The product is CN1C=NC2=C1C=CC(=C2)N (1-methyl-1H-benzo[d]imidazol-5-amine). Yield: 107.8%. RXN SMILES: [CH3:1][N:2]1[C:6]2[CH:7]=[CH:8][C:9]([N+:11]([O-])=O)=[CH:10][C:5]=2[N:4]=[CH:3]1>CCO.[Pd]>[CH3:1][N:2]1[C:6]2[CH:7]=[CH:8][C:9]([NH2:11])=[CH:10][C:5]=2[N:4]=[CH:3]1. Procedure details: 1-Methyl-5-nitro-1H-benzo[d]imidazole (prepared as described in WO 2005/092899; 1.14 g, 6.43 mmol) in EtOH (50 ml) was stirred under H2 (1 atm) at RT in the presence of 10% Pd/C (50 wt % H2O, 1.37 g, 0.643 mmol). After 18 h, the completed reaction was filtered on Celite, rinsing forward with EtOH. The combined filtrates were concentrated to afford crude 1-methyl-1H-benzo[d]imidazol-5-amine (1.02 g, 108% yield) as a dark orange oil which was used as is in the next reaction. 1H NMR (400 MHz, DMSO-... Starting materials: resultant mixture, CN1CCC=2C=C3C(=C(C2[C@@H]1[C@@H]4C=5C=CC(=C(C5C(=O)O4)OC)OC)OC)OCO3 (noscapine), N1=CC=CC=C1.ICl (pyridine iodine chloride), CN1CCC=2C=C3C(=C(C2[C@@H]1[C@@H]4C=5C=CC(=C(C5C(=O)O4)OC)OC)OC)OCO3 (noscapine), N (ammonia). The solvent is C(C)#N (acetonitrile). Run at time 6 hour. The product is COC1=CC=C2COC(C2=C1OC)=O (6,7-dimethoxyisobenzofuran-1 (3H)-one). The yield is 76.0%. Reaction SMILES: CN1[C@@H]([C@H:12]2[O:21][C:19](=[O:20])[C:18]3[C:17]([O:22][CH3:23])=[C:16]([O:24][CH3:25])[CH:15]=[CH:14][C:13]2=3)C2C(OC)=C3OCOC3=CC=2CC1.N1C=CC=CC=1.ICl.N>C(#N)C>[CH3:25][O:24][C:16]1[C:17]([O:22][CH3:23])=[C:18]2[C:13]([CH2:12][O:21][C:19]2=[O:20])=[CH:14][CH:15]=1 |f:1.2|. Procedure details: Iodination of noscapine was now carried out by addition of pyridine-iodine chloride (1.46 g, 6 mmol) to a solution of noscapine (1 g, 2.42 mmol) in acetonitrile (20 ml) and the resultant mixture was stirred at room temperature for 6 hours and then at 100° C. for 6 hours. After cooling, excess ammonia was added and filtered through celite pad to remove the black nitrogen triiodide. The filtrate was made acidic with 1 M HCl and filtered to collect the yellow solid, washed with water and air-dried ...